describe an organic reaction: reactants, conditions, products, and yield From a dataset of the Open Reaction Database (ORD), a public repository of structured organic reaction records. Yields the product Cl.COC1=C(C(OCC)=N)C=C(C=C1)COC (ethyl 2-methoxy-5-methoxymethyl-benzimidate hydrochloride). Procedure: Hydrogen chloride gas was passed through a solution of 2-methoxy-5-methoxymethyl-benzonitrile (235 mg, 1.326 mmol) in anhydrous ethanol (15 mL) at room temperature. After 2 h, hydrogen chloride gas was stopped and the reaction vessel was sealed. After stirring at room temperature for 12 h, the reaction vessel was cooled to 0° C. and opened. The solvent was evaporated in vacuo and the residue was triturated in diethyl ether to afford ethyl 2-methoxy-5-methoxymethyl-benzimidate hydrochloride (340 ... Isolated yield 99.0%. Reactants: Cl (Hydrogen chloride), COC1=C(C#N)C=C(C=C1)COC (2-methoxy-5-methoxymethyl-benzonitrile), C(C)O (ethanol), Cl (hydrogen chloride). Reaction SMILES: [ClH:1].[CH3:2][O:3][C:4]1[CH:11]=[CH:10][C:9]([CH2:12][O:13][CH3:14])=[CH:8][C:5]=1[C:6]#[N:7].[CH2:15]([OH:17])[CH3:16]>>[ClH:1].[CH3:2][O:3][C:4]1[CH:11]=[CH:10][C:9]([CH2:12][O:13][CH3:14])=[CH:8][C:5]=1[C:6](=[NH:7])[O:17][CH2:15][CH3:16] |f:3.4|. Run at time 2 hour. Reactants: [OH-].[Na+] (sodium hydroxide), C1(=CC=CC=C1)C=1C=C2C=CNC2=CC1 (5-Phenyl Indole), O (Water), C(#N)[BH3-].[Na+] (sodium cyanoborohydride). The solvent is C(C)(=O)O (acetic acid). The product is C1(=CC=CC=C1)C=1C=C2CCNC2=CC1 (5-Phenyl Indoline). Yield: 93.1%. Reaction SMILES: [C:1]1([C:7]2[CH:8]=[C:9]3[C:13](=[CH:14][CH:15]=2)[NH:12][CH:11]=[CH:10]3)[CH:6]=[CH:5][CH:4]=[CH:3][CH:2]=1.C([BH3-])#N.[Na+].O.[OH-].[Na+]>C(O)(=O)C>[C:1]1([C:7]2[CH:8]=[C:9]3[C:13](=[CH:14][CH:15]=2)[NH:12][CH2:11][CH2:10]3)[CH:2]=[CH:3][CH:4]=[CH:5][CH:6]=1 |f:1.2,4.5|. Procedure: 5-Phenylindole (D29) (0.85 g, 4.4 mmoles) was dissolved in glacial acetic acid (20 ml) and treated with sodium cyanoborohydride (1.34 g, 22 mmoles) at ambient temperature for 2 hrs. Water (100 ml) was added and the mixture basified with sodium hydroxide. Extraction with dichloromethane gave the title compound (D30) (0.8 g, 93%). Starting materials: CO, CCOC(C)=O, NC(=O)c1cc2scnc2cc1[N+](=O)[O-]. Yields the product NC(=O)c1cc2scnc2cc1N. Reaction SMILES: [CH3:16][OH:17].[CH3:18][CH2:19][O:20][C:21]([CH3:22])=[O:23].[N+:1]([O-:2])(=[O:3])[c:4]1[c:5]([C:13](=[O:14])[NH2:15])[cH:6][c:7]2[c:8]([n:9][cH:10][s:11]2)[cH:12]1>>[NH2:1][c:4]1[c:5]([C:13](=[O:14])[NH2:15])[cH:6][c:7]2[c:8]([n:9][cH:10][s:11]2)[cH:12]1. Reactants: C(C)[SiH](CC)CC (triethylsilane), FC(C(=O)O)(F)F (Trifluoroacetic acid), NC1=NC=2C=C(C=CC2C2=C1N=C(N2CC(C)(NS(=O)(=O)C)C)COCC)OCCCCCCNC(CCSC(C2=CC=CC=C2)(C2=CC=CC=C2)C2=CC=CC=C2)=O (N-{6-[(4-amino-2-(ethoxymethyl)-1-{2-methyl-2-[(methylsulfonyl)amino]propyl}-1H-imidazo[4,5-c]quinolin-7-yl)oxy]hexyl}-3-(tritylthio)propanamide), C(C)[SiH](CC)CC (triethylsilane). Run in ClCCl (dichloromethane). Run at time 1 hour. Product: NC1=NC=2C=C(C=CC2C2=C1N=C(N2CC(C)(NS(=O)(=O)C)C)COCC)OCCCCCCNC(CCS)=O (N-{6-[(4-amino-2-(ethoxymethyl)-1-{2-methyl-2-[(methylsulfonyl)amino]propyl}-1H-imidazo[4,5-c]quinolin-7-yl)oxy]hexyl}-3-mercaptopropanamide). Yield: 3.3%. Reaction SMILES: FC(F)(F)C(O)=O.[NH2:8][C:9]1[C:18]2[N:19]=[C:20]([CH2:31][O:32][CH2:33][CH3:34])[N:21]([CH2:22][C:23]([CH3:30])([NH:25][S:26]([CH3:29])(=[O:28])=[O:27])[CH3:24])[C:17]=2[C:16]2[CH:15]=[CH:14][C:13]([O:35][CH2:36][CH2:37][CH2:38][CH2:39][CH2:40][CH2:41][NH:42][C:43](=[O:66])[CH2:44][CH2:45][S:46]C(C3C=CC=CC=3)(C3C=CC=CC=3)C3C=CC=CC=3)=[CH:12][C:11]=2[N:10]=1.C([SiH](CC)CC)C>ClCCl>[NH2:8][C:9]1[C:18]2[N:19]=[C:20]([CH2:31][O:32][CH2:33][CH3:34])[N:21]([CH2:22][C:23]([CH3:30])([NH:25][S:26]([CH3:29])(=[O:27])=[O:28])[CH3:24])[C:17]=2[C:16]2[CH:15]=[CH:14][C:13]([O:35][CH2:36][CH2:37][CH2:38][CH2:39][CH2:40][CH2:41][NH:42][C:43](=[O:66])[CH2:44][CH2:45][SH:46])=[CH:12][C:11]=2[N:10]=1. Procedure: Trifluoroacetic acid (1 mL) was added to a 0° C. solution of N-{6-[(4-amino-2-(ethoxymethyl)-1-{2-methyl-2-[(methylsulfonyl)amino]propyl}-1H-imidazo[4,5-c]quinolin-7-yl)oxy]hexyl}-3-(tritylthio)propanamide (0.22 g, 2.63 mmol) and triethylsilane (0.46 mL, 2.89 mmol) in dichloromethane (7 mL). The solution was stirred for 1 hour; then additional triethylsilane (0.05 mL) was added. After an additional hour at 0° C., the solution was concentrated under reduced pressure. The residue was concentrated ... The reactants are CC(C)(O)c1ccc2c(c1)[nH]c1c(C(N)=O)ccc(Br)c12, CC[SiH](CC)CC, ClCCl, O=C(O)C(F)(F)F. The product is CC(C)c1ccc2c(c1)[nH]c1c(C(N)=O)ccc(Br)c12. Reaction SMILES: [Br:1][c:2]1[cH:3][cH:4][c:5]([C:19](=[O:20])[NH2:21])[c:6]2[nH:7][c:8]3[cH:9][c:10]([C:15]([CH3:16])([CH3:17])[OH:18])[cH:11][cH:12][c:13]3[c:14]12.[CH2:22]([SiH:23]([CH2:24][CH3:25])[CH2:26][CH3:27])[CH3:28].[Cl:36][CH2:37][Cl:38].[F:29][C:30]([F:31])([F:32])[C:33]([OH:34])=[O:35]>>[Br:1][c:2]1[cH:3][cH:4][c:5]([C:19](=[O:20])[NH2:21])[c:6]2[nH:7][c:8]3[cH:9][c:10]([CH:15]([CH3:16])[CH3:17])[cH:11][cH:12][c:13]3[c:14]12. The reactants are C1CCOC1, COc1ccc2ccccc2c1C(=O)O, [Li]C(C)CC, Cl, O. Product: CCC(C)c1ccc2ccccc2c1C(=O)O. Reaction SMILES: [CH2:23]1[O:24][CH2:25][CH2:26][CH2:27]1.[CH3:6][O:7][c:8]1[c:9]([C:18](=[O:19])[OH:20])[c:10]2[cH:11][cH:12][cH:13][cH:14][c:15]2[cH:16][cH:17]1.[CH:1]([CH3:2])([CH2:3][CH3:4])[Li:5].[ClH:22].[OH2:21]>>[CH:1]([CH3:2])([CH2:3][CH3:4])[c:8]1[c:9]([C:18](=[O:19])[OH:20])[c:10]2[cH:11][cH:12][cH:13][cH:14][c:15]2[cH:16][cH:17]1. Reactants: OC=1C(=C2C(C(NC2=CC1C)=O)=O)C (5-Hydroxy-4,6-dimethyl-1H-indole-2,3-dione), Cl.CC1=CC=C(C=C1)NN (4-methylphenylhydrazine hydrochloride). Product: CC1=CC=C(C=C1)NN=C1C(NC2=CC(=C(C(=C12)C)O)C)=O (5-Hydroxy-4,6-dimethyl-1H-indole-2,3-dione 3-[N-(4-methylphenyl)hydrazone]). Isolated yield 41.0%. As a reaction SMILES: [OH:1][C:2]1[C:3]([CH3:14])=[C:4]2[C:8](=[CH:9][C:10]=1[CH3:11])[NH:7][C:6](=[O:12])[C:5]2=O.Cl.[CH3:16][C:17]1[CH:22]=[CH:21][C:20]([NH:23][NH2:24])=[CH:19][CH:18]=1>>[CH3:16][C:17]1[CH:22]=[CH:21][C:20]([NH:23][N:24]=[C:5]2[C:4]3[C:8](=[CH:9][C:10]([CH3:11])=[C:2]([OH:1])[C:3]=3[CH3:14])[NH:7][C:6]2=[O:12])=[CH:19][CH:18]=1 |f:1.2|. Reported procedure: 1H NMR (DMSO-d6): δ 2.17 (s, 3H), 2.30 (s, 3H), 6.45 (s, 1H), 8.29 (s, 1H), 10.65 (s, 1H); ESI-MS m/z 190 (M−H)−. The isatin was combined with 4-methylphenylhydrazine hydrochloride according to Procedure H to provide the title compound in 41% yield.